From a dataset of the Open Reaction Database (ORD), a public repository of structured organic reaction records. describe an organic reaction: reactants, conditions, products, and yield Starting materials: CO, O=C(NCC(=O)N1CCC(Oc2cccc(C(F)(F)F)c2)CC1)c1cc(-c2ccccc2OCc2ccccc2)on1. The product is O=C(NCC(=O)N1CCC(Oc2cccc(C(F)(F)F)c2)CC1)c1cc(-c2ccccc2O)on1. Reaction SMILES: [CH3:43][OH:44].[O:1]=[C:2]([CH2:3][NH:4][C:5](=[O:6])[c:7]1[n:8][o:9][c:10](-[c:12]2[c:13]([O:18][CH2:19][c:20]3[cH:21][cH:22][cH:23][cH:24][cH:25]3)[cH:14][cH:15][cH:16][cH:17]2)[cH:11]1)[N:26]1[CH2:27][CH2:28][CH:29]([O:32][c:33]2[cH:34][c:35]([C:39]([F:40])([F:41])[F:42])[cH:36][cH:37][cH:38]2)[CH2:30][CH2:31]1>>[O:1]=[C:2]([CH2:3][NH:4][C:5](=[O:6])[c:7]1[n:8][o:9][c:10](-[c:12]2[c:13]([OH:18])[cH:14][cH:15][cH:16][cH:17]2)[cH:11]1)[N:26]1[CH2:27][CH2:28][CH:29]([O:32][c:33]2[cH:34][c:35]([C:39]([F:40])([F:41])[F:42])[cH:36][cH:37][cH:38]2)[CH2:30][CH2:31]1. Procedure details: This compound is prepared analogously to Methyl-[5″-(3-methyl-3H-imidazol-4-ylethynyl)-[2,2′;4′,3″]terpyridin-6′-yl]-amine (Example 2.182) by replacing 1-methyl-5-((trimethylsilyl)ethynyl)-1H-imidazole with 1-isopropyl-4-(prop-2-ynyl)piperazine (Intermediate D1) Product: C(C)(C)N1CCN(CC1)CC#CC=1C=C(C=NC1)C1=CC(=NC(=C1)NC)C1=NC=CC=C1 ({5″-[3-(4-Isopropyl-piperazin-1-yl)-prop-1-ynyl]-[2,2′;4′,3″]terpyridin-6′-yl}-methyl-amine). Reaction SMILES: [CH3:1][NH:2][C:3]1[N:8]=[C:7]([C:9]2[CH:14]=[CH:13][CH:12]=[CH:11][N:10]=2)[CH:6]=[C:5]([C:15]2[CH:16]=[N:17][CH:18]=[C:19]([C:21]#[C:22]C3N(C)C=NC=3)[CH:20]=2)[CH:4]=1.[CH:29]([N:32]1[CH2:37][CH2:36][N:35]([CH2:38]C#C)[CH2:34][CH2:33]1)([CH3:31])[CH3:30]>>[CH:29]([N:32]1[CH2:37][CH2:36][N:35]([CH2:38][C:22]#[C:21][C:19]2[CH:20]=[C:15]([C:5]3[CH:4]=[C:3]([NH:2][CH3:1])[N:8]=[C:7]([C:9]4[CH:14]=[CH:13][CH:12]=[CH:11][N:10]=4)[CH:6]=3)[CH:16]=[N:17][CH:18]=2)[CH2:34][CH2:33]1)([CH3:31])[CH3:30]. Reactants: CNC1=CC(=CC(=N1)C1=NC=CC=C1)C=1C=NC=C(C1)C#CC=1N(C=NC1)C (Methyl-[5″-(3-methyl-3H-imidazol-4-ylethynyl)-[2,2′;4′,3″]terpyridin-6′-yl]-amine), C(C)(C)N1CCN(CC1)CC#C (1-isopropyl-4-(prop-2-ynyl)piperazine), C(C)(C)N1CCN(CC1)CC#C (1-isopropyl-4-(prop-2-ynyl)piperazine). Starting materials: BrC1=CC=C2CCCC(C2=C1)=O (7-bromo-1,2,3,4-tetrahydronaphthalenone), FC(C(C(=O)[O-])(F)F)(F)F.[Na+] (sodium pentafluoropropanoate). The reagents and catalysts are [Cu]I (CuI). Solvent: CN1C(CCC1)=O (N-methylpyrrolidone). The product is FC(C(F)(F)F)(C1=CC=C2CCCC(C2=C1)=O)F ((+)-7-Pentafluoroethyl-1,2,3,4-tetrahydronaphthalen-1-one). Isolated yield 75.3%. Reaction SMILES: Br[C:2]1[CH:11]=[C:10]2[C:5]([CH2:6][CH2:7][CH2:8][C:9]2=[O:12])=[CH:4][CH:3]=1.[F:13][C:14]([F:22])([F:21])[C:15]([F:20])([F:19])C([O-])=O.[Na+]>CN1CCCC1=O.[Cu]I>[F:19][C:15]([F:20])([C:2]1[CH:11]=[C:10]2[C:5]([CH2:6][CH2:7][CH2:8][C:9]2=[O:12])=[CH:4][CH:3]=1)[C:14]([F:22])([F:21])[F:13] |f:1.2|. Procedure details: To a solution of 10 g (0.044 mol) of 7-bromo-1,2,3,4-tetrahydronaphthalenone in 300 mL of N-methylpyrrolidone was added 32.23 g (0.17 mol) of CuI and 31.59 g (0.17 mol) of sodium pentafluoropropanoate and the mixture was heated for 3 h at reflux under an argon atmosphere. After cooling to room temperature, the resulting suspension was poured into a mixture of H2O--Et2O (1:1) and filtered over celite. The layers were separated and the organic phase was washed with H2O and dried over MgSO4. The so... Reactants: O=C([O-])[O-], CCC(C)=O, COC(=O)c1cc(O)cc(C(=O)OC)c1, COC(=O)C(F)(F)Cl, [Cs+], [Cs+]. Yields the product COC(=O)c1cc(OC(F)F)cc(C(=O)OC)c1. As a reaction SMILES: [C:24](=[O:25])([O-:26])[O-:27].[CH2:30]([C:31]([CH3:32])=[O:33])[CH3:34].[CH3:1][O:2][C:3]([c:4]1[cH:5][c:6]([C:7](=[O:8])[O:9][CH3:10])[cH:11][c:12]([OH:14])[cH:13]1)=[O:15].[Cl:16][C:17]([C:18]([O:19][CH3:20])=[O:21])([F:22])[F:23].[Cs+:28].[Cs+:29]>>[CH3:1][O:2][C:3]([c:4]1[cH:5][c:6]([C:7](=[O:8])[O:9][CH3:10])[cH:11][c:12]([O:14][CH:17]([F:22])[F:23])[cH:13]1)=[O:15]. Starting materials: C(C)(C)(C)NC(=O)C1=CC=C(C=C1)C(CCCC=1N=CN(C1)[Si](C)(C)C)O (4-[4-(p-tert-butylaminocarbonylphenyl)-4-hydroxy-n-butyl]-1-trimethylsilylimidazole), S(=O)(Cl)Cl (thionyl chloride). Yields the product ClC(CCCC=1N=CNC1)C1=CC=C(C=C1)C#N (4-[4-Chloro-4-(p-cyanophenyl)-n-butyl]-1H-imidazole). Reaction SMILES: C([NH:5][C:6]([C:8]1[CH:13]=[CH:12][C:11]([CH:14](O)[CH2:15][CH2:16][CH2:17][C:18]2[N:19]=[CH:20][N:21]([Si](C)(C)C)[CH:22]=2)=[CH:10][CH:9]=1)=O)(C)(C)C.S(Cl)([Cl:30])=O>>[Cl:30][CH:14]([C:11]1[CH:12]=[CH:13][C:8]([C:6]#[N:5])=[CH:9][CH:10]=1)[CH2:15][CH2:16][CH2:17][C:18]1[N:19]=[CH:20][NH:21][CH:22]=1. Reported procedure: A solution of 4.5 g of 4-[4-(p-tert-butylaminocarbonylphenyl)-4-hydroxy-n-butyl]-1-trimethylsilylimidazole in 50 ml of thionyl chloride is refluxed for 1 h, cooled and evaporated. The residue is partitioned between methylene chloride and aqueous sodium bicarbonate solution. The organic phase is separated, dried over sodium sulfate and evaporated to yield the title compound (c). Reactants: BrCc1ccccc1, O=C([O-])[O-], CCOC(C)=O, CCCCCC, CN(C)C=O, [K+], [K+], C1CCOC1, O=Cc1ccccc1-c1nnn[nH]1. Product: O=Cc1ccccc1-c1nnnn1Cc1ccccc1. RXN SMILES: [Br:25][CH2:26][c:27]1[cH:28][cH:29][cH:30][cH:31][cH:32]1.[C:19](=[O:20])([O-:21])[O-:22].[CH3:33][CH2:34][O:35][C:36](=[O:37])[CH3:38].[CH3:39][CH2:40][CH2:41][CH2:42][CH2:43][CH3:44].[CH3:45][N:46]([CH3:47])[CH:48]=[O:49].[K+:23].[K+:24].[O:14]1[CH2:15][CH2:16][CH2:17][CH2:18]1.[nH:1]1[n:2][n:3][n:4][c:5]1-[c:6]1[c:7]([CH:8]=[O:9])[cH:10][cH:11][cH:12][cH:13]1>>[n:1]1[n:2][n:3][n:4]([CH2:26][c:27]2[cH:28][cH:29][cH:30][cH:31][cH:32]2)[c:5]1-[c:6]1[c:7]([CH:8]=[O:9])[cH:10][cH:11][cH:12][cH:13]1. The reactants are C(#N)[C@H]1N([C@H]2C[C@H]2C1)C([C@H](C12CC3(CC(CC(C1)C3)C2)O)NC(OCC2=CC=CC=C2)=O)=O (benzyl N-[(1S)-2-[(1S,3S,5S)-3-cyano-2-azabicyclo[3.1.0]hexan-2-yl]-1-(3-hydroxyadamantan-1-yl)-2-oxo-ethyl]carbamate). Solvent: C(C)#N (acetonitrile). As a reaction SMILES: [C:1]([C@@H:3]1[CH2:8][C@H:7]2[C@H:5]([CH2:6]2)[N:4]1[C:9](=[O:33])[C@@H:10]([NH:22]C(=O)OCC1C=CC=CC=1)[C:11]12[CH2:20][CH:15]3[CH2:16][CH:17]([CH2:19][C:13]([OH:21])([CH2:14]3)[CH2:12]1)[CH2:18]2)#[N:2]>C(#N)C.[Pd]>[CH2:8]1[C@@H:3]([C:1]#[N:2])[N:4]([C:9]([C@@H:10]([NH2:22])[C:11]23[CH2:12][C:13]4([OH:21])[CH2:19][CH:17]([CH2:16][CH:15]([CH2:14]4)[CH2:20]2)[CH2:18]3)=[O:33])[C@@H:5]2[C@H:7]1[CH2:6]2. Procedure: To a solution of benzyl N-[(1S)-2-[(1S,3S,5S)-3-cyano-2-azabicyclo[3.1.0]hexan-2-yl]-1-(3-hydroxyadamantan-1-yl)-2-oxo-ethyl]carbamate (10 gm) (formula-IX) in acetonitrile, 5% Pd/C (50% wet, 1 gm) was added. Hydrogen gas was bubbled through the reaction mass for 4 hrs at 20-25° C. After the starting material was completely converted, the reaction mass was filtered and the filtrate evaporated to yield SAXAGLIPTIN free base of formula-I as a foamy solid. To the solid ethyl acetate (5 ml), 20 micro... The reagents and catalysts are [Pd] (Pd/C). Product: C1[C@@H]2C[C@@H]2N([C@@H]1C#N)C(=O)[C@H](C34CC5CC(C3)CC(C5)(C4)O)N (SAXAGLIPTIN). Starting materials: CC(C)=O, CCOC1CC2(C)C(CCC3C4CCC(C(C)=O)C4(C)CC(=O)C32)CC1OC(=O)CCl, [I-], [Na+]. Yields the product CCOC1CC2(C)C(CCC3C4CCC(C(C)=O)C4(C)CC(=O)C32)CC1OC(=O)CI. As a reaction SMILES: [CH3:34][C:35](=[O:36])[CH3:37].[Cl:1][CH2:2][C:3](=[O:4])[O:5][CH:6]1[CH2:7][CH:8]2[CH2:9][CH2:10][CH:11]3[CH:12]4[CH2:13][CH2:14][CH:15]([C:16]([CH3:17])=[O:18])[C:19]4([CH3:31])[CH2:20][C:21](=[O:30])[CH:22]3[C:23]2([CH3:29])[CH2:24][CH:25]1[O:26][CH2:27][CH3:28].[I-:33].[Na+:32]>>[CH2:2]([C:3](=[O:4])[O:5][CH:6]1[CH2:7][CH:8]2[CH2:9][CH2:10][CH:11]3[CH:12]4[CH2:13][CH2:14][CH:15]([C:16]([CH3:17])=[O:18])[C:19]4([CH3:31])[CH2:20][C:21](=[O:30])[CH:22]3[C:23]2([CH3:29])[CH2:24][CH:25]1[O:26][CH2:27][CH3:28])[I:33]. The reactants are CNC(=O)c1c2cc(C3CC3)c(N(C3CCN(C(=O)OC(C)(C)C)C3)S(C)(=O)=O)cc2nn1-c1ccc(Br)cc1, ClCCl, O=C(O)C(F)(F)F. The product is CNC(=O)c1c2cc(C3CC3)c(N(C3CCNC3)S(C)(=O)=O)cc2nn1-c1ccc(Br)cc1. As a reaction SMILES: [Br:1][c:2]1[cH:3][cH:4][c:5](-[n:8]2[n:9][c:10]3[cH:11][c:12]([N:24]([CH:25]4[CH2:26][N:27]([C:30]([O:31][C:32]([CH3:33])([CH3:34])[CH3:35])=[O:36])[CH2:28][CH2:29]4)[S:37](=[O:38])(=[O:39])[CH3:40])[c:13]([CH:21]4[CH2:22][CH2:23]4)[cH:14][c:15]3[c:16]2[C:17]([NH:18][CH3:19])=[O:20])[cH:6][cH:7]1.[Cl:48][CH2:49][Cl:50].[OH:41][C:42]([C:43]([F:44])([F:45])[F:46])=[O:47]>>[Br:1][c:2]1[cH:3][cH:4][c:5](-[n:8]2[n:9][c:10]3[cH:11][c:12]([N:24]([CH:25]4[CH2:26][NH:27][CH2:28][CH2:29]4)[S:37](=[O:38])(=[O:39])[CH3:40])[c:13]([CH:21]4[CH2:22][CH2:23]4)[cH:14][c:15]3[c:16]2[C:17]([NH:18][CH3:19])=[O:20])[cH:6][cH:7]1. Reactants: O=C([O-])O, CC(C)Cc1cccc(N)c1, CCCC[N+](CCCC)(CCCC)CCCC, CCCCCC, COC(C)(C)C, FC(F)(F)C(F)(I)C(F)(F)F, [Na+], [Na+], [Na+], O, O=S([O-])S(=O)[O-], O=S(=O)([O-])O. Yields the product CC(C)Cc1cc(N)ccc1C(F)(C(F)(F)F)C(F)(F)F. As a reaction SMILES: [C:23](=[O:24])([O-:25])[OH:26].[CH2:1]([CH:2]([CH3:3])[CH3:4])[c:5]1[cH:6][c:7]([NH2:8])[cH:9][cH:10][cH:11]1.[CH2:41]([N+:42]([CH2:43][CH2:44][CH2:45][CH3:46])([CH2:47][CH2:48][CH2:49][CH3:50])[CH2:51][CH2:52][CH2:53][CH3:54])[CH2:55][CH2:56][CH3:57].[CH3:58][CH2:59][CH2:60][CH2:61][CH2:62][CH3:63].[CH3:65][O:66][C:67]([CH3:68])([CH3:69])[CH3:70].[F:12][C:13]([C:14]([C:15]([F:16])([F:17])[F:18])([F:19])[I:20])([F:21])[F:22].[Na+:27].[Na+:34].[Na+:35].[OH2:64].[S:28]([S:29]([O-:30])=[O:31])([O-:32])=[O:33].[S:36]([O-:37])([OH:38])(=[O:39])=[O:40]>>[CH2:1]([CH:2]([CH3:3])[CH3:4])[c:5]1[cH:6][c:7]([NH2:8])[cH:9][cH:10][c:11]1[C:14]([C:13]([F:12])([F:21])[F:22])([C:15]([F:16])([F:17])[F:18])[F:19].